Dataset: the Open Reaction Database (ORD), a public repository of structured organic reaction records. Task: describe an organic reaction: reactants, conditions, products, and yield Reactants: FC=1C=C(C=CC1C)C=1C=C(C(N(N1)CC(C)C)=O)COS(=O)(=O)C (6-(3-fluoro-4-methylphenyl)-2-isobutyl-4-methanesulfonyloxymethyl-2H-pyridazin-3-one), OC=1C(N(N=C(C1C)C1=CC=C(C=C1)C(F)(F)F)CC(C)C)=O (4-hydroxy-methyl-2-isobutyl-6-(4-trifluoromethylphenyl)-2H-pyridazin-3-one). Yields the product C(C(C)C)N1N=C(C=C(C1=O)COS(=O)(=O)C)C1=CC=C(C=C1)C(F)(F)F (2-isobutyl-4-methanesulfonyloxymethyl-6-(4-trifluoromethylphenyl)-2H-pyridazin-3-one). Yield: 89.9%. Reaction SMILES: FC1C=C(C2C=C([CH2:20][O:21][S:22]([CH3:25])(=[O:24])=[O:23])C(=O)N(CC(C)C)N=2)C=CC=1C.O[C:27]1[C:28](=[O:48])[N:29]([CH2:44][CH:45]([CH3:47])[CH3:46])[N:30]=[C:31]([C:34]2[CH:39]=[CH:38][C:37]([C:40]([F:43])([F:42])[F:41])=[CH:36][CH:35]=2)[C:32]=1C>>[CH2:44]([N:29]1[C:28](=[O:48])[C:27]([CH2:20][O:21][S:22]([CH3:25])(=[O:24])=[O:23])=[CH:32][C:31]([C:34]2[CH:35]=[CH:36][C:37]([C:40]([F:42])([F:41])[F:43])=[CH:38][CH:39]=2)=[N:30]1)[CH:45]([CH3:46])[CH3:47]. Reported procedure: Following the procedure of Example 1 (9), 4-hydroxy-methyl-2-isobutyl-6-(4-trifluoromethylphenyl)-2H-pyridazin-3-one was reacted to yield the title compound as colorless fine-needles (yield: 89.9%).